The task is: describe an organic reaction: reactants, conditions, products, and yield. This data is from the Open Reaction Database (ORD), a public repository of structured organic reaction records. Starting materials: CS(=O)(=O)OC(CCCCCNC1=CC=C(C(=O)OCC)C=C1)CCCCCCCCCC (ethyl 4-(6-methanesulfonyloxyhexadecylamino)benzoate), C(C)(=S)[O-].[K+] (potassium thioacetate). Solvent: CC(=O)C (acetone). Product: SC(CCCCCNC1=CC=C(C(=O)O)C=C1)CCCCCCCCCC (4-(6-mercaptohexadecylamino)benzoic acid). RXN SMILES: CS(O[CH:6]([CH2:24][CH2:25][CH2:26][CH2:27][CH2:28][CH2:29][CH2:30][CH2:31][CH2:32][CH3:33])[CH2:7][CH2:8][CH2:9][CH2:10][CH2:11][NH:12][C:13]1[CH:23]=[CH:22][C:16]([C:17]([O:19]CC)=[O:18])=[CH:15][CH:14]=1)(=O)=O.C([O-])(=[S:36])C.[K+]>CC(C)=O>[SH:36][CH:6]([CH2:24][CH2:25][CH2:26][CH2:27][CH2:28][CH2:29][CH2:30][CH2:31][CH2:32][CH3:33])[CH2:7][CH2:8][CH2:9][CH2:10][CH2:11][NH:12][C:13]1[CH:23]=[CH:22][C:16]([C:17]([OH:19])=[O:18])=[CH:15][CH:14]=1 |f:1.2|. Reported procedure: A mixture of 7.6 g. ethyl 4-(6-methanesulfonyloxyhexadecylamino)benzoate and 5.5 g. of potassium thioacetate in 200 ml. of acetone is stirred under reflux for 3 hours and evaporated. The residue is positioned between methylene chloride and water and the organic layer is separated, dried and evaporated. Recrystallization of the residual solid form hexane affords the product as a light, tan solid. Hydrolysis of the product by the method of Example 10 affords 4-(6-mercaptohexadecylamino)benzoic aci... Reactants: C1CCOC1, CC1CC(=O)c2ncnc(N3CCN(C(=O)OC(C)(C)C)CC3)c21, CCOCC, [Li]C. Yields the product CC1CC(C)(O)c2ncnc(N3CCN(C(=O)OC(C)(C)C)CC3)c21. As a reaction SMILES: [CH2:32]1[O:33][CH2:34][CH2:35][CH2:36]1.[CH3:1][CH:2]1[CH2:3][C:4](=[O:24])[c:5]2[n:6][cH:7][n:8][c:9]([N:11]3[CH2:12][CH2:13][N:14]([C:17](=[O:18])[O:19][C:20]([CH3:21])([CH3:22])[CH3:23])[CH2:15][CH2:16]3)[c:10]21.[CH3:27][CH2:28][O:29][CH2:30][CH3:31].[Li:25][CH3:26]>>[CH3:1][CH:2]1[CH2:3][C:4]([OH:24])([CH3:27])[c:5]2[n:6][cH:7][n:8][c:9]([N:11]3[CH2:12][CH2:13][N:14]([C:17](=[O:18])[O:19][C:20]([CH3:21])([CH3:22])[CH3:23])[CH2:15][CH2:16]3)[c:10]21. RXN SMILES: [BH4-:32].[CH3:1][S:2]([CH3:3])=[O:4].[CH3:28][C:29](=[O:30])[OH:31].[Na+:33].[O:10]1[CH:11]([CH2:15][CH2:16][c:17]2[cH:18][cH:19][c:20]([CH:23]=[CH:24][N+:25](=[O:26])[O-:27])[cH:21][cH:22]2)[CH2:12][CH2:13][CH2:14]1.[O:5]1[CH2:6][CH2:7][CH2:8][CH2:9]1.[OH2:34]>>[O:10]1[CH:11]([CH2:15][CH2:16][c:17]2[cH:18][cH:19][c:20]([CH2:23][CH2:24][N+:25](=[O:26])[O-:27])[cH:21][cH:22]2)[CH2:12][CH2:13][CH2:14]1. The reactants are [BH4-], CS(C)=O, CC(=O)O, [Na+], O=[N+]([O-])C=Cc1ccc(CCC2CCCO2)cc1, C1CCOC1, O. Yields the product O=[N+]([O-])CCc1ccc(CCC2CCCO2)cc1. Reactants: COC=1C(=C(CN(C)C)C=CC1)CCC ((3-Methoxy-2-propylbenzyl)-dimethylamine), Br.C(C)(=O)O (hydrogen bromide acetic acid). Run at time 20 hour. Product: Br.CN(C)CC=1C(=C(C=CC1)O)CCC (3-dimethylaminomethyl-2-propylphenol hydrobromide). The yield is 79.0%. As a reaction SMILES: C[O:2][C:3]1[C:4]([CH2:13][CH2:14][CH3:15])=[C:5]([CH:10]=[CH:11][CH:12]=1)[CH2:6][N:7]([CH3:9])[CH3:8].[BrH:16].C(O)(=O)C>>[BrH:16].[CH3:9][N:7]([CH2:6][C:5]1[C:4]([CH2:13][CH2:14][CH3:15])=[C:3]([OH:2])[CH:12]=[CH:11][CH:10]=1)[CH3:8] |f:1.2,3.4|. Procedure details: (3-Methoxy-2-propylbenzyl)-dimethylamine (1.51 g, 7.28 mmol) was suspended in 30% hydrogen bromide/acetic acid (10 mL) and heated to reflux with stirring for 20 h. The cooled reaction mixture was triturated and decanted with successive portions of diethyl ether (4×), then triturated with diethyl ether overnight. The solid was collected by filtration, washed with ether and dried to give 3-dimethylaminomethyl-2-propylphenol hydrobromide (1.58 g, 79%) as a tan solid. Reactants: COC=1C=C2C=CC(=CC2=CC1OC)C(CC)=O (1-(6,7-dimethoxy-2-naphthyl)-1-propanone), [Br-].[Br-].[Br-].C1(=CC=CC=C1)[N+](C)(C)C.C1(=CC=CC=C1)[N+](C)(C)C.C1(=CC=CC=C1)[N+](C)(C)C (phenyl trimethyl ammonium tribromide), 4-(2-oxo-1-benzimidazolinyl)-1-piperidine. The product is BrC(C(=O)C1=CC2=CC(=C(C=C2C=C1)OC)OC)C (2-bromo-1-(6,7-dimethoxy-2-naphthyl)-1-propanone). Isolated yield 84.0%. RXN SMILES: [CH3:1][O:2][C:3]1[CH:4]=[C:5]2[C:10](=[CH:11][C:12]=1[O:13][CH3:14])[CH:9]=[C:8]([C:15](=[O:18])[CH2:16][CH3:17])[CH:7]=[CH:6]2.[Br-:19].[Br-].[Br-].C1([N+](C)(C)C)C=CC=CC=1.C1([N+](C)(C)C)C=CC=CC=1.C1([N+](C)(C)C)C=CC=CC=1>>[Br:19][CH:16]([CH3:17])[C:15]([C:8]1[CH:7]=[CH:6][C:5]2[C:10](=[CH:11][C:12]([O:13][CH3:14])=[C:3]([O:2][CH3:1])[CH:4]=2)[CH:9]=1)=[O:18] |f:1.2.3.4.5.6|. Procedure: From 1-(6,7-dimethoxy-2-naphthyl)-1-propanone and phenyl trimethyl ammonium tribromide through 2-bromo-1-(6,7-dimethoxy-2-naphthyl)-1-propanone (yield 84%; m.p. 122°-124° C.) which is then reacted with 4-(2-oxo-1-benzimidazolinyl)-1-piperidine followed by reduction with LiAlH4. Yield 55%; m.p. 246°-248° C. J=9.5 Hz. Reactants: FC([C@@H]1CC[C@H](CC1)C(=O)N1[C@H](CCC1)COC=1C(=NC=CC1)C(=O)N)(F)F (3-(((R)-1-(trans-4-(trifluoromethyl)cyclohexanecarbonyl)pyrrolidin-2-yl)methoxy)picolinamide), [H-].[Na+] (sodium hydride), C(CC(O)(C(=O)O)CC(=O)O)(=O)O (citric acid), ICC1(CCOCC1)O (4-(iodomethyl)tetrahydro-2H-pyran-4-ol). Solvent: CN1C(CCC1)=O (1-Methyl-2-pyrrolidone). Run at time 1 hour. Product: OC1(CCOCC1)CNC(C1=NC=CC=C1OC[C@@H]1N(CCC1)C(=O)[C@@H]1CC[C@H](CC1)C(F)(F)F)=O (N-((4-hydroxytetrahydro-2H-pyran-4-yl)methyl)-3-(((R)-1-(trans-4-(trifluoromethyl)cyclohexanecarbonyl)pyrrolidin-2-yl)methoxy)picolinamide). Isolated yield 53.3%. As a reaction SMILES: [F:1][C:2]([F:28])([F:27])[C@H:3]1[CH2:8][CH2:7][C@H:6]([C:9]([N:11]2[CH2:15][CH2:14][CH2:13][C@@H:12]2[CH2:16][O:17][C:18]2[C:19]([C:24]([NH2:26])=[O:25])=[N:20][CH:21]=[CH:22][CH:23]=2)=[O:10])[CH2:5][CH2:4]1.[H-].[Na+].I[CH2:32][C:33]1([OH:39])[CH2:38][CH2:37][O:36][CH2:35][CH2:34]1.C(O)(=O)CC(CC(O)=O)(C(O)=O)O>CN1CCCC1=O>[OH:39][C:33]1([CH2:32][NH:26][C:24](=[O:25])[C:19]2[C:18]([O:17][CH2:16][C@H:12]3[CH2:13][CH2:14][CH2:15][N:11]3[C:9]([C@H:6]3[CH2:7][CH2:8][C@H:3]([C:2]([F:1])([F:27])[F:28])[CH2:4][CH2:5]3)=[O:10])=[CH:23][CH:22]=[CH:21][N:20]=2)[CH2:38][CH2:37][O:36][CH2:35][CH2:34]1 |f:1.2|. Reported procedure: To a solution of 3-(((R)-1-(trans-4-(trifluoromethyl)cyclohexanecarbonyl)pyrrolidin-2-yl)methoxy)picolinamide (105 mg, 0.263 mmol, EXAMPLE 75 Step 1) in 1-Methyl-2-pyrrolidone (5 mL) was added sodium hydride (60% oil dispersant, 16 mg, 0.394 mmol) at ambient temperature. After being stirred at room temperature for 1 h, 4-(iodomethyl)tetrahydro-2H-pyran-4-ol (76 mg, 0.315 mmol, EXAMPLE 77 Step 1) was added to the mixture. The mixture was heated at 70° C. and stirred for 3 days. After cooling to r... As a reaction SMILES: [C:1]([CH3:2])([CH3:3])([CH3:4])[O:5][C:6]([c:7]1[cH:8][cH:9][c:10]([CH2:13][Br:14])[cH:11][cH:12]1)=[O:15].[CH2:16]([CH2:17][CH2:18][CH3:19])[P:20]([CH2:21][CH2:22][CH2:23][CH3:24])[CH2:25][CH2:26][CH2:27][CH3:28].[CH3:29][c:30]1[cH:31][cH:32][cH:33][cH:34][cH:35]1>>[Br-:14].[C:1]([CH3:2])([CH3:3])([CH3:4])[O:5][C:6]([c:7]1[cH:8][cH:9][c:10]([CH2:13][P+:20]([CH2:16][CH2:17][CH2:18][CH3:19])([CH2:21][CH2:22][CH2:23][CH3:24])[CH2:25][CH2:26][CH2:27][CH3:28])[cH:11][cH:12]1)=[O:15]. Reactants: CC(C)(C)OC(=O)c1ccc(CBr)cc1, CCCCP(CCCC)CCCC, Cc1ccccc1. Yields the product [Br-], CCCC[P+](CCCC)(CCCC)Cc1ccc(C(=O)OC(C)(C)C)cc1. The reactants are C1CNCCN1, C1CCOC1, Clc1ccc2c(c1)SCc1cccnc1C2Cl. Yields the product Clc1ccc2c(c1)SCc1cccnc1C2N1CCNCC1. As a reaction SMILES: [CH2:18]1[CH2:19][NH:20][CH2:21][CH2:22][NH:23]1.[CH2:24]1[O:25][CH2:26][CH2:27][CH2:28]1.[Cl:1][c:2]1[cH:3][c:4]2[c:5]([cH:16][cH:17]1)[CH:6]([Cl:15])[c:7]1[n:8][cH:9][cH:10][cH:11][c:12]1[CH2:13][S:14]2>>[Cl:1][c:2]1[cH:3][c:4]2[c:5]([cH:16][cH:17]1)[CH:6]([N:20]1[CH2:19][CH2:18][NH:23][CH2:22][CH2:21]1)[c:7]1[n:8][cH:9][cH:10][cH:11][c:12]1[CH2:13][S:14]2.